This data is from the Open Reaction Database (ORD), a public repository of structured organic reaction records. The task is: describe an organic reaction: reactants, conditions, products, and yield Starting materials: COC=1C=C(C=C(C1)C1=CC2=CC=C(C=C2C=C1)OC)/C=C/C(=O)O ((E)-3-[3-methoxy-5-(6-methoxynaphthalene-2-yl)phenyl]acrylic acid). The reagents and catalysts are [OH-].[OH-].[Pd+2] (Pd(OH)2). Solvent: C(C)O (ethanol), C1CCOC1 (THF). Conditions: time 23 hour. Yields the product COC=1C=C(C=C(C1)C1=CC2=CC=C(C=C2C=C1)OC)CCC(=O)O (3-[3-Methoxy-5-(6-methoxynaphthalene-2-yl)phenyl]propionic acid). RXN SMILES: [CH3:1][O:2][C:3]1[CH:4]=[C:5](/[CH:21]=[CH:22]/[C:23]([OH:25])=[O:24])[CH:6]=[C:7]([C:9]2[CH:18]=[CH:17][C:16]3[C:11](=[CH:12][CH:13]=[C:14]([O:19][CH3:20])[CH:15]=3)[CH:10]=2)[CH:8]=1>C(O)C.C1COCC1.[OH-].[OH-].[Pd+2]>[CH3:1][O:2][C:3]1[CH:4]=[C:5]([CH2:21][CH2:22][C:23]([OH:25])=[O:24])[CH:6]=[C:7]([C:9]2[CH:18]=[CH:17][C:16]3[C:11](=[CH:12][CH:13]=[C:14]([O:19][CH3:20])[CH:15]=3)[CH:10]=2)[CH:8]=1 |f:3.4.5|. Procedure details: A suspension of (E)-3-[3-methoxy-5-(6-methoxynaphthalene-2-yl)phenyl]acrylic acid (100 mg, 0.30 mmol, 1 eq) and Pd(OH)2 (2.82 mg) in ethanol (1 ml) and THF (0.4 ml) is stirred at RT under a hydrogen atmosphere for 23 h. The reaction mixture is filtered and concentrated in vacuum on a rotary evaporator to obtain the compound in quantitative yield (100 mg). Reactants: C1(=CC=CC=C1)CCCCCCCN=[N+]=[N-] (7-phenylheptylazide). Reagents/catalysts: [Pd] (palladium on carbon). The solvent is CCO (EtOH), CCO (EtOH). Run at time 24 hour. Yields the product C1(=CC=CC=C1)CCCCCCCN (7-Phenyl-heptylamine). RXN SMILES: [C:1]1([CH2:7][CH2:8][CH2:9][CH2:10][CH2:11][CH2:12][CH2:13][N:14]=[N+]=[N-])[CH:6]=[CH:5][CH:4]=[CH:3][CH:2]=1>CCO.[Pd]>[C:1]1([CH2:7][CH2:8][CH2:9][CH2:10][CH2:11][CH2:12][CH2:13][NH2:14])[CH:6]=[CH:5][CH:4]=[CH:3][CH:2]=1. Procedure details: A solution of 7-phenylheptylazide (3.97 g, 18.3 mmol) in EtOH (15 mL) was added to palladium on carbon (200 mg) in EtOH (35 mL) under an atmosphere of Hydrogen. The mixture was stirred for 24 h at r.t. The mixture was filtered through celite and the solvent was removed under reduced pressure to give the title compound. The reactants are BrCC1=C(C(=C(C=C1C)C)CBr)C (1,3-bis(bromomethyl)-2,4,6-trimethylbenzene), C(C)#N (acetonitrile), [C-]#N.[K+] (KCN), C1COCCOCCOCCOCCOCCO1 (18-crown-6). Conditions: time 2 hour. The product is C(#N)CC1=C(C(=C(C=C1C)C)CC#N)C (1,3-di(cyanomethyl)-2,4,6-trimethylbenzene). As a reaction SMILES: Br[CH2:2][C:3]1[C:8]([CH3:9])=[CH:7][C:6]([CH3:10])=[C:5]([CH2:11]Br)[C:4]=1[CH3:13].[C-:14]#[N:15].[K+].C1OCCOCCOCCOCCOCCOC1.[C:35](#[N:37])C>>[C:14]([CH2:2][C:3]1[C:8]([CH3:9])=[CH:7][C:6]([CH3:10])=[C:5]([CH2:11][C:35]#[N:37])[C:4]=1[CH3:13])#[N:15] |f:1.2|. Reported procedure: In the above reaction scheme, 1,3-bis(bromomethyl)-2,4,6-trimethylbenzene is reacted with KCN in the presence of a phase transfer catalyst, commonly known as 18-crown-6, (from Aldrich) in acetonitrile. The two-phase system is heated to reflux with vigorous stirring. After two hours, the reaction mixture is cooled, filtered, and evaporated to approximately one-third volume. Distilled water is added, and the mixture is extracted with dichloromethane. The dichloromethane solution is dried over sodi... The reactants are CC(C)(C)[Si](C)(C)OCC1CC(O)CC1O[Si](C)(C)C(C)(C)C, Clc1ncnc2c1ncn2C1CCCCO1, [H-], [Na+], CN(C)C=O. Yields the product CC(C)(C)[Si](C)(C)OCC1CC(Oc2ncnc3c2ncn3C2CCCCO2)CC1O[Si](C)(C)C(C)(C)C. As a reaction SMILES: [C:3]([CH3:4])([CH3:5])([CH3:6])[Si:7]([O:8][CH:9]1[CH2:10][CH:11]([OH:23])[CH2:12][CH:13]1[CH2:14][O:15][Si:16]([CH3:17])([CH3:18])[C:19]([CH3:20])([CH3:21])[CH3:22])([CH3:24])[CH3:25].[Cl:26][c:27]1[c:28]2[n:29][cH:30][n:31]([CH:36]3[O:37][CH2:38][CH2:39][CH2:40][CH2:41]3)[c:32]2[n:33][cH:34][n:35]1.[H-:1].[Na+:2].[O:42]=[CH:43][N:44]([CH3:45])[CH3:46]>>[C:3]([CH3:4])([CH3:5])([CH3:6])[Si:7]([O:8][CH:9]1[CH2:10][CH:11]([O:23][c:27]2[c:28]3[n:29][cH:30][n:31]([CH:36]4[O:37][CH2:38][CH2:39][CH2:40][CH2:41]4)[c:32]3[n:33][cH:34][n:35]2)[CH2:12][CH:13]1[CH2:14][O:15][Si:16]([CH3:17])([CH3:18])[C:19]([CH3:20])([CH3:21])[CH3:22])([CH3:24])[CH3:25]. Starting materials: C1CCOC1, COC(=O)c1ccc(C(=O)OC)c(N)c1. Yields the product COC(=O)c1ccc(CO)cc1N. Reaction SMILES: [CH2:16]1[O:17][CH2:18][CH2:19][CH2:20]1.[NH2:1][c:2]1[c:3]([C:4](=[O:5])[O:6][CH3:7])[cH:8][cH:9][c:10]([C:12](=[O:13])[O:14][CH3:15])[cH:11]1>>[NH2:1][c:2]1[c:3]([C:4](=[O:5])[O:6][CH3:7])[cH:8][cH:9][c:10]([CH2:12][OH:13])[cH:11]1. Reactants: ClC1=CC=C(CNC(=O)C2=CN(C3=C(C=C(C=C3C2=O)CC2CCOCC2)I)C)C=C1 (N-(4-chlorobenzyl)-8-iodo-1-methyl-4-oxo-6-(tetrahydro-2H-pyran-4-ylmethyl)-1,4-dihydro-3-quinolinecarboxamide), C(CC#C)O (3-butyn-1-ol). The reagents and catalysts are [Cu](I)I (copper iodide), Cl[Pd]([P](C1=CC=CC=C1)(C2=CC=CC=C2)C3=CC=CC=C3)([P](C4=CC=CC=C4)(C5=CC=CC=C5)C6=CC=CC=C6)Cl (Pd(PPh3)2Cl2). Solvent: C(C)NCC (diethylamine), C(Cl)Cl (CH2Cl2), hexanes. Conditions: time 18 hour. Product: ClC1=CC=C(CNC(=O)C2=CN(C3=C(C=C(C=C3C2=O)CC2CCOCC2)C#CCCO)C)C=C1 (N-(4-chlorobenzyl)-8-(4-hydroxy-1-butynyl)-1-methyl-4-oxo-6-(tetrahydro-2H-pyran-4-ylmethyl)-1,4-dihydro-3-quinolinecarboxamide). As a reaction SMILES: [Cl:1][C:2]1[CH:31]=[CH:30][C:5]([CH2:6][NH:7][C:8]([C:10]2[C:19](=[O:20])[C:18]3[C:13](=[C:14](I)[CH:15]=[C:16]([CH2:21][CH:22]4[CH2:27][CH2:26][O:25][CH2:24][CH2:23]4)[CH:17]=3)[N:12]([CH3:29])[CH:11]=2)=[O:9])=[CH:4][CH:3]=1.[CH2:32]([OH:36])[CH2:33][C:34]#[CH:35]>C(NCC)C.C(Cl)Cl.[Cu](I)I.Cl[Pd](Cl)([P](C1C=CC=CC=1)(C1C=CC=CC=1)C1C=CC=CC=1)[P](C1C=CC=CC=1)(C1C=CC=CC=1)C1C=CC=CC=1>[Cl:1][C:2]1[CH:31]=[CH:30][C:5]([CH2:6][NH:7][C:8]([C:10]2[C:19](=[O:20])[C:18]3[C:13](=[C:14]([C:35]#[C:34][CH2:33][CH2:32][OH:36])[CH:15]=[C:16]([CH2:21][CH:22]4[CH2:27][CH2:26][O:25][CH2:24][CH2:23]4)[CH:17]=3)[N:12]([CH3:29])[CH:11]=2)=[O:9])=[CH:4][CH:3]=1 |^1:50,69|. Procedure: A solution of N-(4-chlorobenzyl)-8-iodo-1-methyl-4-oxo-6-(tetrahydro-2H-pyran-4-ylmethyl)-1,4-dihydro-3-quinolinecarboxamide (0.074 g), copper iodide (0.013 g), Pd(PPh3)2Cl2 (0.007 g) and 3-butyn-1-ol (0.02 mL) in 7 mL diethylamine is stirred at room temperature for 3 days. The reaction is partitioned between CH2Cl2 and H20. The aqueous is extracted 3× with CH2Cl2. The organics are combined, dried over Na2SO4, filtered and concentrated. The residue is dissolved in CH2Cl2 and adsorbed onto silica... Starting materials: [H][H] (hydrogen), ClC1=C(C(=CC(=C1)F)[N+](=O)[O-])O (2-Chloro-4-fluoro-6-nitrophenol), [H][H] (hydrogen). The reagents and catalysts are [Pt]=O (platinum oxide). Run in CCO (EtOH). The product is Cl.ClC1=C(C(=CC(=C1)F)N)O (2-Chloro-4-fluoro-6-aminophenol Hydrochloride). Isolated yield 141.6%. RXN SMILES: [Cl:1][C:2]1[CH:7]=[C:6]([F:8])[CH:5]=[C:4]([N+:9]([O-])=O)[C:3]=1[OH:12].[H][H]>CCO.[Pt]=O>[ClH:1].[Cl:1][C:2]1[CH:7]=[C:6]([F:8])[CH:5]=[C:4]([NH2:9])[C:3]=1[OH:12] |f:4.5|. Procedure details: A mixture of compound 711 (23.4 g, 0.122 mol) and platinum oxide (2.3 g) in absolute EtOH (120 mL) was placed under 1 atm of hydrogen and stirred until complete reduction had occurred. The hydrogen was replaced with nitrogen and the reaction was filtered through Celite. The filtrate was diluted with Et2O (300 mL) and gaseous hydrochloric acid was bubbled through the solution to provide a white precipitate. The solid was collected and dried under vacuum to provide 17.1 g of compound 712 as a whit... Reactants: CCCCCC, CS(C)=O, CS(=O)(=O)OC1CCN(CCc2ccc(Cl)cc2)C1, [H-], [Na+], O, c1ccc2c(c1)COc1ccccc1N2. Product: Clc1ccc(CCN2CCC(N3c4ccccc4COc4ccccc43)C2)cc1. RXN SMILES: [CH3:38][CH2:39][CH2:40][CH2:41][CH2:42][CH3:43].[CH3:44][S:45](=[O:46])[CH3:47].[Cl:18][c:19]1[cH:20][cH:21][c:22]([CH2:23][CH2:24][N:25]2[CH2:26][CH:27]([O:30][S:31]([CH3:32])(=[O:33])=[O:34])[CH2:28][CH2:29]2)[cH:35][cH:36]1.[H-:1].[Na+:2].[OH2:37].[cH:3]1[cH:4][cH:5][cH:6][c:7]2[c:13]1[CH2:12][O:11][c:10]1[c:9]([cH:17][cH:16][cH:15][cH:14]1)[NH:8]2>>[cH:3]1[cH:4][cH:5][cH:6][c:7]2[c:13]1[CH2:12][O:11][c:10]1[c:9]([cH:17][cH:16][cH:15][cH:14]1)[N:8]2[CH:27]1[CH2:26][N:25]([CH2:24][CH2:23][c:22]2[cH:21][cH:20][c:19]([Cl:18])[cH:36][cH:35]2)[CH2:29][CH2:28]1. The reactants are BrC=1C=C(C=O)C=CC1OC (3-bromo-4-methoxybenzaldehyde), OC(C)C=1C=CC(=C(C#N)C1)OC(F)(F)F (5-(1-Hydroxyethyl)-2-(trifluoromethoxy)benzonitrile). The product is BrC1=C(C=C(C=C1)C(C)O)OC (2-Bromo-5-(1-hydroxyethyl)anisole). As a reaction SMILES: [Br:1][C:2]1[CH:3]=[C:4]([CH:7]=[CH:8][C:9]=1[O:10][CH3:11])C=O.[OH:12][CH:13](C1C=CC(OC(F)(F)F)=C(C=1)C#N)[CH3:14]>>[Br:1][C:2]1[CH:3]=[CH:4][C:7]([CH:13]([OH:12])[CH3:14])=[CH:8][C:9]=1[O:10][CH3:11]. Procedure details: This compound was prepared from 3-bromo-4-methoxybenzaldehyde in the same manner of Compound 21